From a dataset of the Open Reaction Database (ORD), a public repository of structured organic reaction records. describe an organic reaction: reactants, conditions, products, and yield Starting materials: ClC1=C(C=CC(=C1)S(=O)(=O)CC)C1=C(C=CC(=C1)Cl)OCC(=O)OCC ([[2′,5-Dichloro-4′-(ethylsulfonyl)[1,1′-biphenyl]-2-yl]oxy]-acetic acid, ethyl ester), [OH-].[Na+] (sodium hydroxide), Cl (hydrochloric acid). The solvent is C1CCOC1 (THF). Reaction conditions: time 3 hour. Product: ClC1=C(C=CC(=C1)S(=O)(=O)CC)C1=C(C=CC(=C1)Cl)OCC(=O)O ([[2′,5-Dichloro-4′-(ethylsulfonyl)[1,1′-biphenyl]-2-yl]oxy]-acetic acid). Reaction SMILES: [Cl:1][C:2]1[CH:7]=[C:6]([S:8]([CH2:11][CH3:12])(=[O:10])=[O:9])[CH:5]=[CH:4][C:3]=1[C:13]1[CH:18]=[C:17]([Cl:19])[CH:16]=[CH:15][C:14]=1[O:20][CH2:21][C:22]([O:24]CC)=[O:23].[OH-].[Na+].Cl>C1COCC1>[Cl:1][C:2]1[CH:7]=[C:6]([S:8]([CH2:11][CH3:12])(=[O:9])=[O:10])[CH:5]=[CH:4][C:3]=1[C:13]1[CH:18]=[C:17]([Cl:19])[CH:16]=[CH:15][C:14]=1[O:20][CH2:21][C:22]([OH:24])=[O:23] |f:1.2|. Procedure details: A mixture of the product from step (v) (2.23 g), 1M aqueous sodium hydroxide (10 ml) and THF (20 ml) was stirred at RT for 3 h. The mixture was acidified with 2M hydrochloric acid, extracted with diethylether and the organics washed with water, dried, and evaporated under reduced pressure. The residue was recrystallised from ethylacetate/isohexane, yield 0.45 g. Reactants: COC1=C(C=CC(=O)O)C=CC=C1OC (2,3-dimethoxycinnamic acid), N,N'-carbonyldiimidazole, NC1CC(=O)NCC1 (3-amino-δ-valerolactam). Run in C(Cl)(Cl)Cl (chloroform), O1CCCC1 (tetrahydrofuran). Conditions: time 30 minute. Yields the product COC1=C(C=CC(=O)NC2CC(=O)NCC2)C=CC=C1OC (3-(2,3-Dimethoxycinnamoyl)amino-δ-valerolactam). Isolated yield 39.8%. Reaction SMILES: [CH3:1][O:2][C:3]1[C:13]([O:14][CH3:15])=[CH:12][CH:11]=[CH:10][C:4]=1[CH:5]=[CH:6][C:7]([OH:9])=O.[NH2:16][CH:17]1[CH2:23][CH2:22][NH:21][C:19](=[O:20])[CH2:18]1>O1CCCC1.C(Cl)(Cl)Cl>[CH3:1][O:2][C:3]1[C:13]([O:14][CH3:15])=[CH:12][CH:11]=[CH:10][C:4]=1[CH:5]=[CH:6][C:7]([NH:16][CH:17]1[CH2:23][CH2:22][NH:21][C:19](=[O:20])[CH2:18]1)=[O:9]. Procedure details: To a solution of 2,3-dimethoxycinnamic acid (5.0 g) in tetrahydrofuran (50 ml) was added N,N'-carbonyldiimidazole (4.28 g) and the mixture was stirred at room temperature for 30 minutes. To this was added 3-amino-δ-valerolactam (3.02 g), followed by stirring overnight. The reaction solution was diluted with chloroform and washed with a saturated soldium bicarbonate solution and then dried over anhydrous magnesium sulfate. The solvent was removed under reduced pressure and the residue was chromat... Starting materials: C(=O)N(C1CC1)C1CCN(C2=C(C=CC=C12)CO)CC (4-(N-formyl-N-cyclopropylamino)-8-hydroxymethyl-1-ethyl-1,2,3,4-tetrahydroquinoline), [H-].[Al+3].[Li+].[H-].[H-].[H-] (lithium aluminum hydride), C(C)OCC (diethyl ether), [C@@H]([C@H](C(=O)[O-])O)(C(=O)[O-])O.[Na+].[K+] (Rochelle salt). The solvent is O1CCCC1 (tetrahydrofuran). Reaction conditions: time 1 hour. Product: CN(C1CC1)C1CCN(C2=C(C=CC=C12)CO)CC (4-(N-methyl-N-cyclopropylamino)-8-hydroxymethyl-1-ethyl-1,2,3,4-tetrahydroquinoline). The yield is 93.0%. As a reaction SMILES: [CH:1]([N:3]([CH:7]1[C:16]2[C:11](=[C:12]([CH2:17][OH:18])[CH:13]=[CH:14][CH:15]=2)[N:10]([CH2:19][CH3:20])[CH2:9][CH2:8]1)[CH:4]1[CH2:6][CH2:5]1)=O.[H-].[Al+3].[Li+].[H-].[H-].[H-].[C@H](O)(C([O-])=O)[C@@H](O)C([O-])=O.[Na+].[K+].C(OCC)C>O1CCCC1>[CH3:1][N:3]([CH:7]1[C:16]2[C:11](=[C:12]([CH2:17][OH:18])[CH:13]=[CH:14][CH:15]=2)[N:10]([CH2:19][CH3:20])[CH2:9][CH2:8]1)[CH:4]1[CH2:6][CH2:5]1 |f:1.2.3.4.5.6,7.8.9|. Procedure details: To a solution of 4-(N-formyl-N-cyclopropylamino)-8-hydroxymethyl-1-ethyl-1,2,3,4-tetrahydroquinoline (0.34 g) in tetrahydrofuran (10 ml), lithium aluminum hydride (0.10 g) was added under ice-cooling and the mixture was refluxed gently for 1.5 hours. A saturated aqueous solution of Rochelle salt was added to the reaction mixture under ice-cooling, followed by addition of diethyl ether, the mixture was stirred for 1 hour at room temperature. After filtering off the precipitates, the organic layer... The reactants are CCOC(C)=O, COC(=O)C1=C(C)NC(OC)=NC1c1ccc(F)cc1, [H-], CI, [Na+], CN(C)C=O, O. Product: COC(=O)C1=C(C)N=C(OC)N(C)C1c1ccc(F)cc1. As a reaction SMILES: [CH3:25][CH2:26][O:27][C:28]([CH3:29])=[O:30].[F:5][c:6]1[cH:7][cH:8][c:9]([CH:12]2[N:13]=[C:14]([O:23][CH3:24])[NH:15][C:16]([CH3:22])=[C:17]2[C:18](=[O:19])[O:20][CH3:21])[cH:10][cH:11]1.[H-:3].[I:1][CH3:2].[Na+:4].[O:31]=[CH:32][N:33]([CH3:34])[CH3:35].[OH2:36]>>[F:5][c:6]1[cH:7][cH:8][c:9]([CH:12]2[N:13]([CH3:25])[C:14]([O:23][CH3:24])=[N:15][C:16]([CH3:22])=[C:17]2[C:18](=[O:19])[O:20][CH3:21])[cH:10][cH:11]1. Reactants: O=C([O-])[O-], CC(C)(C)OC(=O)N1CCNCC1, COCCBr, CN(C)C=O, [K+], [K+]. Product: COCCN1CCN(C(=O)OC(C)(C)C)CC1. As a reaction SMILES: [C:19](=[O:20])([O-:21])[O-:22].[C:6]([CH3:7])([CH3:8])([CH3:9])[O:10][C:11](=[O:12])[N:13]1[CH2:14][CH2:15][NH:16][CH2:17][CH2:18]1.[CH3:1][O:2][CH2:3][CH2:4][Br:5].[CH3:25][N:26]([CH3:27])[CH:28]=[O:29].[K+:23].[K+:24]>>[CH3:1][O:2][CH2:3][CH2:4][N:16]1[CH2:15][CH2:14][N:13]([C:11]([O:10][C:6]([CH3:7])([CH3:8])[CH3:9])=[O:12])[CH2:18][CH2:17]1. Starting materials: [H-].[Na+] (sodium hydride), [Cl-].[NH4+] (ammonium chloride), FC(C1=CC(=NC=C1)C=1NOC(N1)=O)(F)F (3-(4-trifluoromethylpyridin-2-yl)-1,2,4-oxadiazol-5-one), C1(CC1)CBr (cyclopropylmethyl bromide). Run in CN(C=O)C (N,N-dimethylformamide). Conditions: time 10 minute. The product is C1(CC1)CN1C(=NOC1=O)C1=NC=CC(=C1)C(F)(F)F (4-(cyclopropylmethyl)-3-(4-trifluoromethylpyridin-2-yl)-1,2,4-oxadiazol-5-one). Isolated yield 52.7%. Reaction SMILES: [H-].[Na+].[F:3][C:4]([F:18])([F:17])[C:5]1[CH:10]=[CH:9][N:8]=[C:7]([C:11]2[NH:12][O:13][C:14](=[O:16])[N:15]=2)[CH:6]=1.[CH:19]1([CH2:22]Br)[CH2:21][CH2:20]1.[Cl-].[NH4+]>CN(C)C=O>[CH:19]1([CH2:22][N:15]2[C:14](=[O:16])[O:13][N:12]=[C:11]2[C:7]2[CH:6]=[C:5]([C:4]([F:3])([F:17])[F:18])[CH:10]=[CH:9][N:8]=2)[CH2:21][CH2:20]1 |f:0.1,4.5|. Reported procedure: Into 2 ml of N,N-dimethylformamide was suspended 0.07 g of sodium hydride (60% oily), and 0.2 g of 3-(4-trifluoromethylpyridin-2-yl)-1,2,4-oxadiazol-5-one was added at room temperature. After stirring for 10 minutes, 0.14 g of cyclopropylmethyl bromide was added, and the mixture was stirred at 80° C. for 6 hours. The reaction solution was allowed to cool to room temperature, and poured into an aqueous saturated ammonium chloride solution, followed by extraction with ethyl acetate three times. Th...